From a dataset of the Open Reaction Database (ORD), a public repository of structured organic reaction records. describe an organic reaction: reactants, conditions, products, and yield The reactants are BrC=1C(=C2CC[C@@H](N(C2=CC1)C(=O)C1CC1)C)OC1=CC=CC=C1 ((S)-(6-bromo-2-methyl-5-phenoxy-3,4-dihydroquinolin-1(2H)-yl)(cyclopropyl)methanone), C(CCC)[Sn](C#C)(CCCC)CCCC (tributyl(ethynyl)stannane), C(C)(=O)OCC (ethyl acetate). The reagents and catalysts are C=1C=CC(=CC1)[P](C=2C=CC=CC2)(C=3C=CC=CC3)[Pd]([P](C=4C=CC=CC4)(C=5C=CC=CC5)C=6C=CC=CC6)([P](C=7C=CC=CC7)(C=8C=CC=CC8)C=9C=CC=CC9)[P](C=1C=CC=CC1)(C=1C=CC=CC1)C=1C=CC=CC1 (tetrakis(triphenylphosphine)palladium). Run in CN(C=O)C (N,N-dimethylformamide). Reaction conditions: temperature 120 celsius, time 8 hour. Product: C1(CC1)C(=O)N1[C@H](CCC2=C(C(=CC=C12)C#C)OC1=CC=CC=C1)C ((S)-cyclopropyl(6-ethynyl-2-methyl-5-phenoxy-3,4-dihydroquinolin-1(2H)-yl)methanone). Reaction SMILES: Br[C:2]1[C:3]([O:18][C:19]2[CH:24]=[CH:23][CH:22]=[CH:21][CH:20]=2)=[C:4]2[C:9](=[CH:10][CH:11]=1)[N:8]([C:12]([CH:14]1[CH2:16][CH2:15]1)=[O:13])[C@@H:7]([CH3:17])[CH2:6][CH2:5]2.[CH2:25]([Sn](CCCC)(CCCC)C#C)[CH2:26]CC.C(OCC)(=O)C>CN(C)C=O.C1C=CC([P]([Pd]([P](C2C=CC=CC=2)(C2C=CC=CC=2)C2C=CC=CC=2)([P](C2C=CC=CC=2)(C2C=CC=CC=2)C2C=CC=CC=2)[P](C2C=CC=CC=2)(C2C=CC=CC=2)C2C=CC=CC=2)(C2C=CC=CC=2)C2C=CC=CC=2)=CC=1>[CH:14]1([C:12]([N:8]2[C:9]3[C:4](=[C:3]([O:18][C:19]4[CH:24]=[CH:23][CH:22]=[CH:21][CH:20]=4)[C:2]([C:25]#[CH:26])=[CH:11][CH:10]=3)[CH2:5][CH2:6][C@@H:7]2[CH3:17])=[O:13])[CH2:16][CH2:15]1 |^1:54,56,75,94|. Reported procedure: A mixture of (S)-(6-bromo-2-methyl-5-phenoxy-3,4-dihydroquinolin-1(2H)-yl)(cyclopropyl)methanone (0.030 g, 0.08 mmol), tributyl(ethynyl)stannane (0.030 g, 0.09 mmol), and tetrakis(triphenylphosphine)palladium (O) (0.037 g, 0.03 mmol) in N,N-dimethylformamide (1.5 mL) stirred overnight at 120° C. The reaction mixture was cooled to room temperature, poured into ethyl acetate (15 mL), washed with water (2×5 mL) and brine (5 mL), dried over anhydrous sodium sulfate, filtered, and concentrated under ... Starting materials: N=1C2=C(NC(C1)=O)C=1C=CC=CC1C2=O (9H-indeno[1,2-b]pyrazine-3,9(4H)-dione), Cl.NO (hydroxylamine hydrochloride). Solvent: N1=CC=CC=C1 (pyridine). Reaction conditions: temperature 80 celsius, time 18 hour. Product: ON=C1C=2C=CC=CC2C=2NC(C=NC21)=O (9-Hydroxyimino-9H-indeno[1,2-b]pyrazin-3(4H)-one). The yield is 48.8%. As a reaction SMILES: [N:1]1[C:2]2[C:14](=O)[C:13]3[CH:12]=[CH:11][CH:10]=[CH:9][C:8]=3[C:3]=2[NH:4][C:5](=[O:7])[CH:6]=1.Cl.[NH2:17][OH:18]>N1C=CC=CC=1>[OH:18][N:17]=[C:14]1[C:2]2[N:1]=[CH:6][C:5](=[O:7])[NH:4][C:3]=2[C:8]2[CH:9]=[CH:10][CH:11]=[CH:12][C:13]1=2 |f:1.2|. Reported procedure: A mixture of 9H-indeno[1,2-b]pyrazine-3,9(4H)-dione (1.0 g, 5.0 mmol), pyridine (40 ml) and hydroxylamine hydrochloride (0.42 g, 6.0 mmol) was stirred at 80° C. for 18 hours. The reaction mixture was cooled to room temperature, and the precipitate was filtered off and washed with water, acetic acid and water and dried. The crude material (0.81 g) was recrystallized from DMF to afford 0.52 g (49%) of the title compound. M.p. >300° C. 1H-NMR (DMSO-d6, δ): 7.49-7.62 (m, 2H), 7.88 (d, 1H), 7.95 (s, ... Reactants: Cc1cscc1C1CCCCC1, CN(C)C=O, O, O=P(Cl)(Cl)Cl. The product is Cc1c(C2CCCCC2)csc1C=O. Reaction SMILES: [CH3:1][c:2]1[cH:3][s:4][cH:5][c:6]1[CH:7]1[CH2:8][CH2:9][CH2:10][CH2:11][CH2:12]1.[O:19]=[CH:20][N:21]([CH3:22])[CH3:23].[OH2:18].[P:13]([Cl:14])([Cl:15])([Cl:16])=[O:17]>>[CH3:1][c:2]1[c:3]([CH:20]=[O:19])[s:4][cH:5][c:6]1[CH:7]1[CH2:8][CH2:9][CH2:10][CH2:11][CH2:12]1. The reactants are CS(=O)(=O)OC1CC(C(=O)N2CCNC2=O)N(C(=O)OCc2ccc([N+](=O)[O-])cc2)C1, CO, [H][H], C1CCOC1. Yields the product CS(=O)(=O)OC1CNC(C(=O)N2CCNC2=O)C1. Reaction SMILES: [CH3:1][S:2](=[O:3])(=[O:4])[O:5][CH:6]1[CH2:7][CH:8]([C:24](=[O:25])[N:26]2[C:27](=[O:31])[NH:28][CH2:29][CH2:30]2)[N:9]([C:11]([O:12][CH2:13][c:14]2[cH:15][cH:16][c:17]([N+:18]([O-:19])=[O:20])[cH:21][cH:22]2)=[O:23])[CH2:10]1.[CH3:32][OH:33].[H:34][H:35].[O:36]1[CH2:37][CH2:38][CH2:39][CH2:40]1>>[CH3:1][S:2](=[O:3])(=[O:4])[O:5][CH:6]1[CH2:7][CH:8]([C:24](=[O:25])[N:26]2[C:27](=[O:31])[NH:28][CH2:29][CH2:30]2)[NH:9][CH2:10]1. The reactants are C(CCC)O[Zr](OCCCC)(OCCCC)OCCCC (tetra-n-butoxyzirconium), C(C)(=O)CC(C)=O (acetylacetone). Run in C1(=CC=CC=C1)C (toluene). The product is C(CCC)O[Zr]OCCCC (di-n-butoxyzirconium). Reaction SMILES: [CH2:1]([O:5][Zr:6](OCCCC)(OCCCC)[O:7][CH2:8][CH2:9][CH2:10][CH3:11])[CH2:2][CH2:3][CH3:4].C(CC(=O)C)(=O)C>C1(C)C=CC=CC=1>[CH2:8]([O:7][Zr:6][O:5][CH2:1][CH2:2][CH2:3][CH3:4])[CH2:9][CH2:10][CH3:11]. Procedure: In 87 g of toluene was dissolved 38.3 g (0.1M) of tetra-n-butoxyzirconium, and 20.0 g (0.2M) of acetylacetone was gradually added to the resulting solution with stirring. An exothermic reaction of the mixture took place to give di-n-butoxyzirconium bisacetylacetonato. The reactants are CN(C)CCOC(=O)c1c2cc3ccccc3cc2nc2cccc(OCCN(C)C)c12, CO, [Na+], [OH-]. Product: CN(C)CCOc1cccc2nc3cc4ccccc4cc3c(C(=O)O)c12. RXN SMILES: [CH3:1][N:2]([CH3:3])[CH2:4][CH2:5][O:6][c:7]1[cH:8][cH:9][cH:10][c:11]2[n:12][c:13]3[cH:14][c:15]4[c:16]([cH:17][c:18]3[c:19]([C:21](=[O:22])[O:23][CH2:24][CH2:25][N:26]([CH3:27])[CH3:28])[c:20]12)[cH:29][cH:30][cH:31][cH:32]4.[CH3:35][OH:36].[Na+:34].[OH-:33]>>[CH3:1][N:2]([CH3:3])[CH2:4][CH2:5][O:6][c:7]1[cH:8][cH:9][cH:10][c:11]2[n:12][c:13]3[cH:14][c:15]4[c:16]([cH:17][c:18]3[c:19]([C:21](=[O:22])[OH:23])[c:20]12)[cH:29][cH:30][cH:31][cH:32]4. Starting materials: CC(C(=O)O)(C)NC1=C(C=C(C=C1)Cl)[N+](=O)[O-] (2-methyl-(4'-chloro-2'-nitroanilino)-propionic acid). The reagents and catalysts are [Ni] (Raney nickel). Solvent: O1CCCC1 (tetrahydrofuran). Yields the product CC(C(=O)O)(C)NC1=C(C=C(C=C1)Cl)N (2-Methyl-(2'-amino-4'-chloroanilino)-propionic acid). Reaction SMILES: [CH3:1][C:2]([NH:7][C:8]1[CH:13]=[CH:12][C:11]([Cl:14])=[CH:10][C:9]=1[N+:15]([O-])=O)([CH3:6])[C:3]([OH:5])=[O:4]>O1CCCC1.[Ni]>[CH3:6][C:2]([NH:7][C:8]1[CH:13]=[CH:12][C:11]([Cl:14])=[CH:10][C:9]=1[NH2:15])([CH3:1])[C:3]([OH:5])=[O:4]. Procedure details: 48 g (mol/5.36) of 2-methyl-(4'-chloro-2'-nitroanilino)-propionic acid, in 480 ml of tetrahydrofuran, are hydrogenated in the presence of 10 g of Raney nickel in a one-liter autoclave. H2 pressure when cold: 135 kg. Pressure drop (calculated 24.5 kg - actual 30 kg). Temperature: 70°-90° C. Duration: 21/2 hours.